From a dataset of the Open Reaction Database (ORD), a public repository of structured organic reaction records. describe an organic reaction: reactants, conditions, products, and yield The product is O[C@H]1[C@@H]([C@H]([C@H](C1)O)C\C=C/CCCCCC(=O)OC(C)C)CCCCCCCCCC (Isopropyl Z-9-[(1R,2R,3R,5S)-3,5-dihydroxy-2-decylcyclopentyl]-7-nonenoate). Run in C(C)#N (acetonitrile). Starting materials: O[C@H]1[C@@H]([C@H]([C@H](C1)O)C\C=C/CCCCCC(=O)O)CCCCCCCCCC (Z-9-[(1R,2R,3R,5S)-3,5-dihydroxy-2-decylcyclopentyl]-7-nonenoic acid), C(C)(C)I (isopropyl iodide), C1CCC2=NCCCN2CC1 (DBU). As a reaction SMILES: [OH:1][C@@H:2]1[CH2:6][C@H:5]([OH:7])[C@H:4]([CH2:8]/[CH:9]=[CH:10]\[CH2:11][CH2:12][CH2:13][CH2:14][CH2:15][C:16]([OH:18])=[O:17])[C@H:3]1[CH2:19][CH2:20][CH2:21][CH2:22][CH2:23][CH2:24][CH2:25][CH2:26][CH2:27][CH3:28].[CH:29](I)([CH3:31])[CH3:30].C1CCN2C(=NCCC2)CC1>C(#N)C>[OH:1][C@@H:2]1[CH2:6][C@H:5]([OH:7])[C@H:4]([CH2:8]/[CH:9]=[CH:10]\[CH2:11][CH2:12][CH2:13][CH2:14][CH2:15][C:16]([O:18][CH:29]([CH3:31])[CH3:30])=[O:17])[C@H:3]1[CH2:19][CH2:20][CH2:21][CH2:22][CH2:23][CH2:24][CH2:25][CH2:26][CH2:27][CH3:28]. Procedure: The compound (27-5) was reacted with isopropyl iodide and DBU in dry acetonitrile and the resultant was purified on silica gel column to give the titled compound (27-6). The reactants are solid, BrC1=CC(=CC=2C(=C3N(C12)CCNC3=O)C)Cl (6-bromo-8-chloro-10-methyl-3,4-dihydro-2H-pyrazino[1,2-a]indol-1-one), BrC1=CC(=CC=2C(=C3N(C12)CCNC3=O)C)Cl (6-bromo-8-chloro-10-methyl-3,4-dihydro-2H-pyrazino[1,2-a]indol-1-one), ClC=1C=C(C=CC1)B(O)O (3-chloro-phenylboronic acid). The product is ClC1=CC=2C(=C3N(C2C(=C1)C1=CC(=CC=C1)Cl)CCNC3=O)C (8-Chloro-6-(3-chloro-phenyl)-10-methyl-3,4-dihydro-2H-pyrazino[1,2-a]indol-1-one). RXN SMILES: Br[C:2]1[C:10]2[N:9]3[CH2:11][CH2:12][NH:13][C:14](=[O:15])[C:8]3=[C:7]([CH3:16])[C:6]=2[CH:5]=[C:4]([Cl:17])[CH:3]=1.[Cl:18][C:19]1[CH:20]=[C:21](B(O)O)[CH:22]=[CH:23][CH:24]=1>>[Cl:17][C:4]1[CH:3]=[C:2]([C:23]2[CH:22]=[CH:21][CH:20]=[C:19]([Cl:18])[CH:24]=2)[C:10]2[N:9]3[CH2:11][CH2:12][NH:13][C:14](=[O:15])[C:8]3=[C:7]([CH3:16])[C:6]=2[CH:5]=1. Procedure: The title compound, off-white solid (66 mg, 77%), MS (ISP) m/z=345.4 [(M+H)+], mp 218.5° C., was prepared in accordance with the general method of example 1 from 6-bromo-8-chloro-10-methyl-3,4-dihydro-2H-pyrazino[1,2-a]indol-1-one (intermediate 12) (78.4 mg, 0.25 mmol) and commercially available 3-chloro-phenylboronic acid (50.8 mg, 0.325 mmol). Starting materials: [H-].[Na+] (Sodium hydride), NC1=NC=NC=C1 (4-aminopyrimidine), BrC=1SC(=CN1)C1=CC=CC=C1 (2-bromo-5-phenylthiazole). The solvent is C1CCOC1 (THF). Product: C1(=CC=CC=C1)C1=CN=C(S1)NC1=NC=NC=C1 ((5-Phenyl-thiazol-2-yl)-pyrimidin-4-yl-amine). RXN SMILES: [NH2:1][C:2]1[CH:7]=[CH:6][N:5]=[CH:4][N:3]=1.[H-].[Na+].Br[C:11]1[S:12][C:13]([C:16]2[CH:21]=[CH:20][CH:19]=[CH:18][CH:17]=2)=[CH:14][N:15]=1>C1COCC1>[C:16]1([C:13]2[S:12][C:11]([NH:1][C:2]3[CH:7]=[CH:6][N:5]=[CH:4][N:3]=3)=[N:15][CH:14]=2)[CH:17]=[CH:18][CH:19]=[CH:20][CH:21]=1 |f:1.2|. Procedure details: 4-aminopyrimidine (30 mg, 0.32 mmol) was dissolved in 1 mL anhydrous THF in a flame dried flask under Ar. Sodium hydride (6 mg, 60% dispersion, 0.2 mmol) was then added to the flask at room temperature. When the bubbling stopped, 2-bromo-5-phenylthiazole (50 mg, 0.21 mmol) was added and the reaction was heated to reflux overnight. The solvent was removed under reduced pressure, water was added, and the resulting precipitate filtered. The compound was then dissolved in DMSO, purified by reverse p... Reactants: NC=1C=C2C(=C(C=NC2=CC1OC1COCC1)C#N)NC1=CC(=C(C=C1)OCC1=NC=CC=C1)Cl (6-amino-4-(3-chloro-4-(pyridin-2-yl-methoxy) phenylamino)-7-(tetrahydrofuran-3-yl-oxy)quinolin-3-carbonitrile), resultant mixture, ClC(=O)OCC(C)C (isobutyl chloroformate), CN1CC[C@]23[C@@H]4[C@H]1CC5=C2C(=C(C=C5)OC)O[C@H]3[C@H](C=C4)O (N-methylmorphine), C(C)(C)(C)OC(=O)N1CCC(CC1)=CC(=O)O (2-(1-(tert-butyloxycarbonyl)piperidin-4-ylidene)acetic acid). The solvent is N1=CC=CC=C1 (pyridine), C1CCOC1 (THF). Run at temperature -5 celsius. Yields the product ClC=1C=C(C=CC1OCC1=NC=CC=C1)NC1=C(C=NC2=CC(=C(C=C12)NC(C=C1CCN(CC1)C(=O)OC(C)(C)C)=O)OC1COCC1)C#N (TERT-BUTYL 4-(2-(4-(3-CHLORO-4-(PYRIDIN-2-YL-METHOXY)PHENYLAMINO)-3-CYANO-7-(TETRAHYDROFURAN-3-YL-OXY)QUINOLIN-6-YL-AMINO)-2-OXO ETHYLIDENE)PIPERIDINE-1-CARBOXYLATE). RXN SMILES: [C:1]([O:5][C:6]([N:8]1[CH2:13][CH2:12][C:11](=[CH:14][C:15]([OH:17])=O)[CH2:10][CH2:9]1)=[O:7])([CH3:4])([CH3:3])[CH3:2].ClC(OCC(C)C)=O.CN1[C@@H]2CC3C=CC(OC)=C4O[C@H]5[C@@H](O)C=C[C@@H]2[C@]5(C=34)CC1.[NH2:48][C:49]1[CH:50]=[C:51]2[C:56](=[CH:57][C:58]=1[O:59][CH:60]1[CH2:64][CH2:63][O:62][CH2:61]1)[N:55]=[CH:54][C:53]([C:65]#[N:66])=[C:52]2[NH:67][C:68]1[CH:73]=[CH:72][C:71]([O:74][CH2:75][C:76]2[CH:81]=[CH:80][CH:79]=[CH:78][N:77]=2)=[C:70]([Cl:82])[CH:69]=1>N1C=CC=CC=1.C1COCC1>[Cl:82][C:70]1[CH:69]=[C:68]([NH:67][C:52]2[C:51]3[C:56](=[CH:57][C:58]([O:59][CH:60]4[CH2:64][CH2:63][O:62][CH2:61]4)=[C:49]([NH:48][C:15](=[O:17])[CH:14]=[C:11]4[CH2:10][CH2:9][N:8]([C:6]([O:5][C:1]([CH3:2])([CH3:3])[CH3:4])=[O:7])[CH2:13][CH2:12]4)[CH:50]=3)[N:55]=[CH:54][C:53]=2[C:65]#[N:66])[CH:73]=[CH:72][C:71]=1[O:74][CH2:75][C:76]1[CH:81]=[CH:80][CH:79]=[CH:78][N:77]=1. Procedure: To a single-neck reaction flask (100 ml) were added 2-(1-(tert-butyloxycarbonyl)piperidin-4-ylidene)acetic acid (1 g) and anhydrous THF (20 ml). The mixture was stirred to dissolve and cooled to the temperature of −5° C. To the mixture were added isobutyl chloroformate (0.6 ml) and N-methylmorphine (0.5 ml). The resultant mixture was stirred for 20 min. 6-amino-4-(3-chloro-4-(pyridin-2-yl-methoxy) phenylamino)-7-(tetrahydrofuran-3-yl-oxy)quinolin-3-carbonitrile (2 g, 4.1 mmol) was dissolved in a... Reactants: [F-].[K+] (potassium fluoride), C(C)(=O)OCC (ethyl acetate), O (water), FC1=CN=C(C(=N1)C#N)S(=O)(=O)C1=CC=CC=C1 (6-fluoro-3-(phenylsulfonyl)-2-pyrazinecarbonitrile). The reagents and catalysts are [Br-].C(CCC)[N+](CCCC)(CCCC)CCCC (tetra-n-butylammonium bromide). Solvent: CS(=O)C (dimethyl sulfoxide). Reaction conditions: temperature 60 celsius, time 1.5 hour. The product is FC=1C(=NC(=CN1)F)C#N (3,6-difluoro-2-pyrazinecarbonitrile). The yield is 28.0%. As a reaction SMILES: [F:1][C:2]1[N:7]=[C:6]([C:8]#[N:9])[C:5](S(C2C=CC=CC=2)(=O)=O)=[N:4][CH:3]=1.[F-:19].[K+].C(OCC)(=O)C.O>CS(C)=O.[Br-].C([N+](CCCC)(CCCC)CCCC)CCC>[F:19][C:5]1[C:6]([C:8]#[N:9])=[N:7][C:2]([F:1])=[CH:3][N:4]=1 |f:1.2,6.7|. Procedure details: In 4 mL of dimethyl sulfoxide was dissolved 0.40 g of 6-fluoro-3-(phenylsulfonyl)-2-pyrazinecarbonitrile. After adding 0.44 g of potassium fluoride and 0.10 g of tetra-n-butylammonium bromide successively, the mixture thus obtained was stirred at 60° C. for 1.5 hours. The reaction mixture was poured into a mixture of 20 mL of ethyl acetate and 20 mL of water, and the organic layer was separated. The organic layer was washed successively with water and saturated aqueous solution of sodium chlorid...